Dataset: the Open Reaction Database (ORD), a public repository of structured organic reaction records. Task: describe an organic reaction: reactants, conditions, products, and yield Reactants: O=Cc1cccc(Br)c1, CO, Cl, [K+], O=C1CN2CCC1CC2, [OH-]. Yields the product O=C1C(=Cc2cccc(Br)c2)N2CCC1CC2. Reaction SMILES: [Br:1][c:2]1[cH:3][c:4]([CH:5]=[O:6])[cH:7][cH:8][cH:9]1.[CH3:22][OH:23].[ClH:10].[K+:21].[N:11]12[CH2:12][C:13](=[O:19])[CH:14]([CH2:15][CH2:16]1)[CH2:17][CH2:18]2.[OH-:20]>>[Br:1][c:2]1[cH:3][c:4]([CH:5]=[C:12]2[N:11]3[CH2:16][CH2:15][CH:14]([C:13]2=[O:19])[CH2:17][CH2:18]3)[cH:7][cH:8][cH:9]1. Starting materials: CCN(CC)C(=O)CCCCl, CCN(CC)CCNC(=O)c1cc(Cl)c(N)cc1O, CN(C)C=O. Yields the product CCN(CC)CCNC(=O)c1cc(Cl)c(N)cc1OCCCC(=O)N(CC)CC. RXN SMILES: [Cl:20][CH2:21][CH2:22][CH2:23][C:24](=[O:25])[N:26]([CH2:27][CH3:28])[CH2:29][CH3:30].[NH2:1][c:2]1[cH:3][c:4]([OH:19])[c:5]([C:6](=[O:7])[NH:8][CH2:9][CH2:10][N:11]([CH2:12][CH3:13])[CH2:14][CH3:15])[cH:16][c:17]1[Cl:18].[O:31]=[CH:32][N:33]([CH3:34])[CH3:35]>>[NH2:1][c:2]1[cH:3][c:4]([O:19][CH2:21][CH2:22][CH2:23][C:24](=[O:25])[N:26]([CH2:27][CH3:28])[CH2:29][CH3:30])[c:5]([C:6](=[O:7])[NH:8][CH2:9][CH2:10][N:11]([CH2:12][CH3:13])[CH2:14][CH3:15])[cH:16][c:17]1[Cl:18]. Reactants: CC(C)O, CN1C(=O)C(F)(F)CN(C2CCCC2)c2nc(Cl)ncc21, ClCCl, CN1CCC(NC(=O)c2ccc(N)c(OC(F)(F)F)c2)CC1, [Na+], [Na+], O=C([O-])[O-], O, Cc1ccc(S(=O)(=O)O)cc1. Product: CN1CCC(NC(=O)c2ccc(Nc3ncc4c(n3)N(C3CCCC3)CC(F)(F)C(=O)N4C)c(OC(F)(F)F)c2)CC1. As a reaction SMILES: [CH:56]([OH:57])([CH3:58])[CH3:59].[Cl:1][c:2]1[n:3][cH:4][c:5]2[c:6]([n:21]1)[N:7]([CH:16]1[CH2:17][CH2:18][CH2:19][CH2:20]1)[CH2:8][C:9]([F:14])([F:15])[C:10](=[O:13])[N:11]2[CH3:12].[Cl:60][CH2:61][Cl:62].[NH2:22][c:23]1[c:24]([O:39][C:40]([F:41])([F:42])[F:43])[cH:25][c:26]([C:27](=[O:28])[NH:29][CH:30]2[CH2:31][CH2:32][N:33]([CH3:36])[CH2:34][CH2:35]2)[cH:37][cH:38]1.[Na+:63].[Na+:64].[O-:65][C:66](=[O:67])[O-:68].[OH2:44].[c:45]1([CH3:46])[cH:47][cH:48][c:49]([S:50]([OH:51])(=[O:52])=[O:53])[cH:54][cH:55]1>>[c:2]1([NH:22][c:23]2[c:24]([O:39][C:40]([F:41])([F:42])[F:43])[cH:25][c:26]([C:27](=[O:28])[NH:29][CH:30]3[CH2:31][CH2:32][N:33]([CH3:36])[CH2:34][CH2:35]3)[cH:37][cH:38]2)[n:3][cH:4][c:5]2[c:6]([n:21]1)[N:7]([CH:16]1[CH2:17][CH2:18][CH2:19][CH2:20]1)[CH2:8][C:9]([F:14])([F:15])[C:10](=[O:13])[N:11]2[CH3:12]. The reactants are N[C@H](C(=O)C1=CNC2=CC=CC=C12)C ((S)-2-amino-1-(1H-indol-3-yl)-propan-1-one), [BH4-].[Na+] (NaBH4). Run in C(C)#N (acetonitrile), C(C)(C)O (isopropanol). Reaction conditions: time 36 hour. Product: N1C=C(C2=CC=CC=C12)C[C@H](C)N ((S)-2-(1H-Indol-3-yl)-1-methylethylamine). RXN SMILES: [NH2:1][C@@H:2]([CH3:14])[C:3]([C:5]1[C:13]2[C:8](=[CH:9][CH:10]=[CH:11][CH:12]=2)[NH:7][CH:6]=1)=O.[BH4-].[Na+]>C(#N)C.C(O)(C)C>[NH:7]1[C:8]2[C:13](=[CH:12][CH:11]=[CH:10][CH:9]=2)[C:5]([CH2:3][C@@H:2]([NH2:1])[CH3:14])=[CH:6]1 |f:1.2|. Reported procedure: A solution of (S)-2-amino-1-(1H-indol-3-yl)-propan-1-one (0.47 g, 2.5 mmol, 1.0 eq.) in acetonitrile and isopropanol is treated portionwise with NaBH4 (285 mg, 7.49 mmol, 3.0 equiv.), heated at reflux temperature for 24 h, stirred at room temperature under N2 for 36 h, quenched with methanol, concentrated and partitioned between water and EtOAc. The EtOAc phase is dried over MgSO4 and concentrated in vacuo to afford the title product as a brown oil, identified by HPLC and mass spectral analyses. Reactants: [OH-].[Na+] (sodium hydroxide), C(C)(C)(C)C(=O)NC1=NC(=CC=C1)C1=C(C=C(C=C1)CC(=O)OCC)OC(C)C (N-t-butylcarbonyl-6-(2-isopropoxy-4-carboethoxymethylphenyl)-pyridin-2-ylamine), Cl (hydrochloric acid). Solvent: C(C)O (ethanol). Run at time 1 hour. The product is C(C)(C)OC1=C(C=CC(=C1)CC(=O)O)C1=CC=CC(=N1)N (6-(2-Isopropoxy-4-carboxymethylphenyl)-pyridin-2-ylamine). Reaction SMILES: C(C([NH:7][C:8]1[CH:13]=[CH:12][CH:11]=[C:10]([C:14]2[CH:19]=[CH:18][C:17]([CH2:20][C:21]([O:23]CC)=[O:22])=[CH:16][C:15]=2[O:26][CH:27]([CH3:29])[CH3:28])[N:9]=1)=O)(C)(C)C.[OH-].[Na+].Cl>C(O)C>[CH:27]([O:26][C:15]1[CH:16]=[C:17]([CH2:20][C:21]([OH:23])=[O:22])[CH:18]=[CH:19][C:14]=1[C:10]1[N:9]=[C:8]([NH2:7])[CH:13]=[CH:12][CH:11]=1)([CH3:29])[CH3:28] |f:1.2|. Reported procedure: To a 100 mL round-bottomed flask equipped with condenser and N2 inlet were added 577 mg (1.56 mmol) N-t-butylcarbonyl-6-(2-isopropoxy-4-carboethoxymethylphenyl)-pyridin-2-ylamine and 10 mL ethanol. The solution was heated to reflux, and 30 mL of a 10% aqueous sodium hydroxide solution added dropwise, and refluxing continued for 1 hour. The solution was cooled, and the pH adjusted at 0° C. with 1 N hydrochloric acid to pH 4-5, then extracted with methylene chloride, ethyl acetate, and acetonitril... RXN SMILES: [C:1]([CH3:2])(=[O:3])[c:4]1[cH:5][c:6]2[c:11]([cH:12][c:13]1[CH3:14])[C:10]([CH3:15])([CH3:16])[CH2:9][CH2:8][C:7]2([CH3:17])[CH3:18].[Cl:19][O-:20].[Na+:21].[Na+:26].[O:27]1[CH2:28][CH2:29][O:30][CH2:31][CH2:32]1.[S:22]([O-:23])(=[O:24])[OH:25]>>[C:1](=[O:3])([c:4]1[cH:5][c:6]2[c:11]([cH:12][c:13]1[CH3:14])[C:10]([CH3:15])([CH3:16])[CH2:9][CH2:8][C:7]2([CH3:17])[CH3:18])[OH:23]. The reactants are CC(=O)c1cc2c(cc1C)C(C)(C)CCC2(C)C, [O-]Cl, [Na+], [Na+], C1COCCO1, O=S([O-])O. Yields the product Cc1cc2c(cc1C(=O)O)C(C)(C)CCC2(C)C. Starting materials: CCOC(=O)CC(C)=O, COCCOC, O=C(Cl)c1ccc(NCCCCCCCCCCCC#Cc2ccc(Cl)cc2)cc1, Cl, [H-], [Na+]. The product is CCOC(=O)C(C(C)=O)C(=O)c1ccc(NCCCCCCCCCCCC#Cc2ccc(Cl)cc2)cc1. Reaction SMILES: [C:1]([CH2:2][C:3](=[O:4])[CH3:5])(=[O:6])[O:7][CH2:8][CH3:9].[CH3:43][O:44][CH2:45][CH2:46][O:47][CH3:48].[Cl:13][c:14]1[cH:15][cH:16][c:17]([C:20]#[C:21][CH2:22][CH2:23][CH2:24][CH2:25][CH2:26][CH2:27][CH2:28][CH2:29][CH2:30][CH2:31][CH2:32][NH:33][c:34]2[cH:35][cH:36][c:37]([C:38](=[O:39])[Cl:40])[cH:41][cH:42]2)[cH:18][cH:19]1.[ClH:12].[H-:10].[Na+:11]>>[C:1]([CH:2]([C:3](=[O:4])[CH3:5])[C:38]([c:37]1[cH:36][cH:35][c:34]([NH:33][CH2:32][CH2:31][CH2:30][CH2:29][CH2:28][CH2:27][CH2:26][CH2:25][CH2:24][CH2:23][CH2:22][C:21]#[C:20][c:17]2[cH:16][cH:15][c:14]([Cl:13])[cH:19][cH:18]2)[cH:42][cH:41]1)=[O:39])(=[O:6])[O:7][CH2:8][CH3:9]. Reactants: C([O-])([O-])=O.[K+].[K+] (potassium carbonate), ClC=1C=NC=C(C1)C#C[Si](C)(C)C (3-chloro-5-trimethylsilanylethynyl-pyridine). Procedure: Add potassium carbonate (4.35 g, 31.5 mmol) to a solution of 3-chloro-5-trimethylsilanylethynyl-pyridine (5.51 g, 26.3 mmol), (prepared as described in PREPARATION 26), in methanol (120 mL) and stir for 2 h. Concentrate, add water (150 mL), and extract with diethyl ether (2×100 mL). Wash the organic phase with an aqueous saturated solution of sodium chloride (100 mL), dry (sodium sulfate), filter, and concentrate. Purify the residue by silica gel chromatography, eluting with 20:80 ethyl acetate:... Reaction conditions: time 2 hour. The product is ClC=1C=NC=C(C1)C#C (3-Chloro-5-ethynylpyridine). Yield: 52.5%. As a reaction SMILES: C(=O)([O-])[O-].[K+].[K+].[Cl:7][C:8]1[CH:9]=[N:10][CH:11]=[C:12]([C:14]#[C:15][Si](C)(C)C)[CH:13]=1>CO>[Cl:7][C:8]1[CH:9]=[N:10][CH:11]=[C:12]([C:14]#[CH:15])[CH:13]=1 |f:0.1.2|. Run in CO (methanol).